This data is from the Open Reaction Database (ORD), a public repository of structured organic reaction records. The task is: describe an organic reaction: reactants, conditions, products, and yield Reactants: BrC=1NC(=C(C1)[N+](=O)[O-])C1=CC(=C(C=C1)Cl)Cl (2-bromo-5-(3,4-dichlorophenyl)-4-nitropyrrole), BrC1=CC(=C(N1)C1=CC(=C(C=C1)Cl)Cl)C#N (5-bromo-2-(3,4-dichlorophenyl)pyrrole-3-carbonitrile), O (water), ClOC(C)(C)C (t-butyl hypochlorite). The solvent is O1CCCC1 (tetrahydrofuran). Run at time 8 hour. Yields the product BrC1=C(C(=C(N1)C1=CC(=C(C=C1)Cl)Cl)C#N)Cl (5-bromo-4-chloro-2-(3,4-dichlorophenyl)pyrrole-3-carbonitrile). RXN SMILES: [Br:1][C:2]1[NH:6][C:5]([C:7]2[CH:12]=[CH:11][C:10]([Cl:13])=[C:9]([Cl:14])[CH:8]=2)=[C:4]([C:15]#[N:16])[CH:3]=1.[Cl:17]OC(C)(C)C.O.BrC1NC(C2C=CC(Cl)=C(Cl)C=2)=C([N+]([O-])=O)C=1>O1CCCC1>[Br:1][C:2]1[NH:6][C:5]([C:7]2[CH:12]=[CH:11][C:10]([Cl:13])=[C:9]([Cl:14])[CH:8]=2)=[C:4]([C:15]#[N:16])[C:3]=1[Cl:17]. Reported procedure: A sample of 5-bromo-2-(3,4-dichlorophenyl)pyrrole-3-carbonitrile (0.158 g, 0.005 mole) is dissolved in tetrahydrofuran (5 mL). An equivalent amount of t-butyl hypochlorite is added and the solution stirred overnight. The solution is poured into water and the precipitate (0.052 g, 30%) is collected. The mp is >275° C. In a similiar fashion one can prepare 2-bromo-3-chloro-5-(3,4-dichlorophenyl)-4-nitropyrrole by starting with 2-bromo-5-(3,4-dichlorophenyl)-4-nitropyrrole. The reactants are ClCC1=CC=C(C(=O)N2CCN(CC2)S(=O)(=O)C2=CC3=CC=CC=C3C=C2)C=C1 (1-(4-chloromethylbenzoyl)-4-(2-naphthalenesulfonyl)piperazine), C([O-])([O-])=O.[K+].[K+] (potassium carbonate), C(C)(C)NC(C)C (diisopropylamine). Solvent: CN(C)C=O (DMF). The product is C(C)(C)N(C(C)C)CC1=CC=C(C(=O)N2CCN(CC2)S(=O)(=O)C2=CC3=CC=CC=C3C=C2)C=C1 (1-(4-Diisopropylaminomethylbenzoyl)-4-(2-naphthalenesulfonyl)piperazine). RXN SMILES: Cl[CH2:2][C:3]1[CH:29]=[CH:28][C:6]([C:7]([N:9]2[CH2:14][CH2:13][N:12]([S:15]([C:18]3[CH:27]=[CH:26][C:25]4[C:20](=[CH:21][CH:22]=[CH:23][CH:24]=4)[CH:19]=3)(=[O:17])=[O:16])[CH2:11][CH2:10]2)=[O:8])=[CH:5][CH:4]=1.C(=O)([O-])[O-].[K+].[K+].[CH:36]([NH:39][CH:40]([CH3:42])[CH3:41])([CH3:38])[CH3:37]>CN(C=O)C>[CH:36]([N:39]([CH2:2][C:3]1[CH:29]=[CH:28][C:6]([C:7]([N:9]2[CH2:14][CH2:13][N:12]([S:15]([C:18]3[CH:27]=[CH:26][C:25]4[C:20](=[CH:21][CH:22]=[CH:23][CH:24]=4)[CH:19]=3)(=[O:17])=[O:16])[CH2:11][CH2:10]2)=[O:8])=[CH:5][CH:4]=1)[CH:40]([CH3:42])[CH3:41])([CH3:38])[CH3:37] |f:1.2.3|. Procedure: A solution of 1-(4-chloromethylbenzoyl)-4-(2-naphthalenesulfonyl)piperazine (300 mg), potassium carbonate (200 mg) and diisopropylamine (4 ml) in DMF (6 ml) was stirred at 100° C. for 10 hours and concentrated. To the residue was added ethyl acetate, and the mixture was washed with water, and extracted with 1 N hydrochloric acid. The extract was made alkaline with sodium hydroxide solution and extracted with dichloromethane. The extract was dried and concentrated. The residue was purified with s... Starting materials: C(C)(C)(C)OC(N(C1=CC=NC=C1)CCOC1=CC(=CC(=C1)C(N(C1=CC=C(C=C1)F)CCOCC1OC(OC1)(C)C)=O)Cl)=O ((2-{3-chloro-5-[[2-(2,2-dimethyl-[1,3]dioxolan-4-ylmethoxy)-ethyl]-(4-fluoro-phenyl)-carbamoyl]-phenoxy}-ethyl)-pyridin-4-yl-carbamic acid tert-butyl ester), FC(C(=O)O)(F)F (trifluoroacetic acid). The solvent is ClCCl (dichloromethane). Run at time 3 hour. Yields the product Cl.ClC=1C=C(C(=O)N(C2=CC=C(C=C2)F)CCOCC(CO)O)C=C(C1)OCCNC1=CC=NC=C1 (3-Chloro-N-[2-(2,3-dihydroxy-propoxy)-ethyl]-N-(4-fluoro-phenyl)-5-[2-(pyridin-4-ylamino)-ethoxy]-benzamide hydrochloride). Isolated yield 124.9%. As a reaction SMILES: C(OC(=O)[N:7]([CH2:14][CH2:15][O:16][C:17]1[CH:22]=[C:21]([C:23](=[O:43])[N:24]([CH2:32][CH2:33][O:34][CH2:35][CH:36]2[CH2:40][O:39]C(C)(C)[O:37]2)[C:25]2[CH:30]=[CH:29][C:28]([F:31])=[CH:27][CH:26]=2)[CH:20]=[C:19]([Cl:44])[CH:18]=1)[C:8]1[CH:13]=[CH:12][N:11]=[CH:10][CH:9]=1)(C)(C)C.FC(F)(F)C(O)=O>ClCCl>[ClH:44].[Cl:44][C:19]1[CH:20]=[C:21]([CH:22]=[C:17]([O:16][CH2:15][CH2:14][NH:7][C:8]2[CH:13]=[CH:12][N:11]=[CH:10][CH:9]=2)[CH:18]=1)[C:23]([N:24]([CH2:32][CH2:33][O:34][CH2:35][CH:36]([OH:37])[CH2:40][OH:39])[C:25]1[CH:30]=[CH:29][C:28]([F:31])=[CH:27][CH:26]=1)=[O:43] |f:3.4|. Procedure details: A solution of (2-{3-chloro-5-[[2-(2,2-dimethyl-[1,3]dioxolan-4-ylmethoxy)-ethyl]-(4-fluoro-phenyl)-carbamoyl]-phenoxy}-ethyl)-pyridin-4-yl-carbamic acid tert-butyl ester (0.042 g) in mixture of trifluoroacetic acid (1 ml) and dichloromethane (1 ml) was stored at room temperature for 3 h and then the solvent removed under reduced pressure. The residue was dissolved in a mixture of acetonitrile (2 ml) amd 2M aqueous hydrochloric acid (0.5 ml) and subjected to preparative hplc to give title compoun... Starting materials: [N+](=O)([O-])C1=CC=C(C=C1)N=NC1=CC=C(C=C1)C1=CC=C(C=C1)O (4-nitro-4'-(4-hydroxyphenyl)azobenzene). Run in C(C)O (ethanol). Product: [N+](=O)([O-])C1=CC=C(C=C1)N=NC1=CC=C(C=C1)C1=CC=C(C=C1)OCCCCCCC (4-nitro-4'-(4-heptyloxy-phenyl)azobenzene). As a reaction SMILES: [N+:1]([C:4]1[CH:9]=[CH:8][C:7]([N:10]=[N:11][C:12]2[CH:17]=[CH:16][C:15]([C:18]3[CH:23]=[CH:22][C:21]([OH:24])=[CH:20][CH:19]=3)=[CH:14][CH:13]=2)=[CH:6][CH:5]=1)([O-:3])=[O:2]>C(O)C>[N+:1]([C:4]1[CH:9]=[CH:8][C:7]([N:10]=[N:11][C:12]2[CH:17]=[CH:16][C:15]([C:18]3[CH:23]=[CH:22][C:21]([O:24][CH2:16][CH2:17][CH2:12][CH2:13][CH2:14][CH2:15][CH3:18])=[CH:20][CH:19]=3)=[CH:14][CH:13]=2)=[CH:6][CH:5]=1)([O-:3])=[O:2]. Procedure details: 0.6 g of 4-nitro-4'-(4-hydroxyphenyl)azobenzene was suspended in 40 ml of hot ethanol, placed in a sulfonation flask and rinsed with 10 ml of ethanol. Then, 0.336 g of 1-bromoheptane, 0.260 g of potassium carbonate and a spatula tip of sodium iodide were added and the dark brown suspension was stirred under reflux for 16 hours. Since starting material was still present, on additional 0.342 g of 1-bromoheptane and 0.260 g of potassium carbonate were added and the mixture was boiled under reflux f... Starting materials: C(C1=CC=CC=C1)N(CC(C)OC=1C2=C(N=CN1)OC(=C2C2=CC=C(C=C2)OC)C2=CC=CC=C2)C ((+/−)-N-Benzyl-2-{[5-(4-methoxyphenyl)-6-phenylfuro[2,3-d]pyrimidin-4-yl]oxy}-N-methylpropane-1-amine), C(C)(=O)O (acetic acid). The reagents and catalysts are [Pd] (palladium on charcoal). Run in CO (methanol). Yields the product COC1=CC=C(C=C1)C1=C(OC=2N=CN=C(C21)OC(CNC)C)C2=CC=CC=C2 ((+/−)-2-{[5-(4-Methoxyphenyl)-6-phenylfuro[2,3-d]pyrimidin-4-yl]oxy}-N-methylpropane-1-amine). RXN SMILES: [CH2:1]([N:8](C)[CH2:9][CH:10]([O:12][C:13]1[C:14]2[C:21]([C:22]3[CH:27]=[CH:26][C:25]([O:28][CH3:29])=[CH:24][CH:23]=3)=[C:20]([C:30]3[CH:35]=[CH:34][CH:33]=[CH:32][CH:31]=3)[O:19][C:15]=2[N:16]=[CH:17][N:18]=1)[CH3:11])C1C=CC=CC=1.C(O)(=O)C>[Pd].CO>[CH3:29][O:28][C:25]1[CH:24]=[CH:23][C:22]([C:21]2[C:14]3[C:13]([O:12][CH:10]([CH3:11])[CH2:9][NH:8][CH3:1])=[N:18][CH:17]=[N:16][C:15]=3[O:19][C:20]=2[C:30]2[CH:31]=[CH:32][CH:33]=[CH:34][CH:35]=2)=[CH:27][CH:26]=1. Procedure: Put 500 mg palladium on charcoal (10%) under argon in 100 ml methanol. Add 1.7 g (3.55 mmol) (+/−)-N-Benzyl-2-{[5-(4-methoxyphenyl)-6-phenylfuro[2,3-d]pyrimidin-4-yl]oxy}-N-methylpropane-1-amine and 2.5 ml acetic acid, and hydrogenate at RT and normal pressure. After 2 h filter with a diatomite filter and concentrate by evaporation. Dissolve the residue in water and wash twice with ethyl acetate. Discard the ethyl acetate phases. Make the aqueous phase basic with solid sodium hydrogencarbonate a...